The task is: describe an organic reaction: reactants, conditions, products, and yield. This data is from the Open Reaction Database (ORD), a public repository of structured organic reaction records. The reactants are COC(=O)c1cc(C2=CC(=O)C(Cc3ccccn3)C(C)=C2)cc([N+](=O)[O-])c1N, CCOC(C)=O. Yields the product COC(=O)c1cc(C2=CC(=O)C(Cc3ccccn3)C(C)=C2)cc(N)c1N. As a reaction SMILES: [CH3:1][O:2][C:3]([c:4]1[c:5]([NH2:28])[c:6]([N+:25]([O-:26])=[O:27])[cH:7][c:8]([C:10]2=[CH:11][C:12](=[O:24])[CH:13]([CH2:17][c:18]3[n:19][cH:20][cH:21][cH:22][cH:23]3)[C:14]([CH3:16])=[CH:15]2)[cH:9]1)=[O:29].[CH3:30][CH2:31][O:32][C:33](=[O:34])[CH3:35]>>[CH3:1][O:2][C:3]([c:4]1[c:5]([NH2:28])[c:6]([NH2:25])[cH:7][c:8]([C:10]2=[CH:11][C:12](=[O:24])[CH:13]([CH2:17][c:18]3[n:19][cH:20][cH:21][cH:22][cH:23]3)[C:14]([CH3:16])=[CH:15]2)[cH:9]1)=[O:29]. Reaction SMILES: [CH2:10]1[CH2:11][O:12][CH2:13][CH2:14][NH:15]1.[CH2:16]=[O:17].[CH3:18][C:19](=[O:20])[OH:21].[CH3:1][c:2]1[c:3]([CH:8]=[O:9])[nH:4][c:5]([CH3:7])[cH:6]1.[Na+:26].[O-:22][C:23]([OH:24])=[O:25]>>[CH3:1][c:2]1[c:3]([CH:8]=[O:9])[nH:4][c:5]([CH3:7])[c:6]1[CH2:18][N:15]1[CH2:10][CH2:11][O:12][CH2:13][CH2:14]1. Yields the product Cc1[nH]c(C=O)c(C)c1CN1CCOCC1. The reactants are C1COCCN1, C=O, CC(=O)O, Cc1cc(C)c(C=O)[nH]1, [Na+], O=C([O-])O. Reactants: FC1=CC2=C(C(=NO2)C2CCNCC2)C=C1 (6-fluoro-3-(4-piperidinyl)-1,2-benzisoxazole), C1(=CC=CC=C1)S(=O)(=O)OCCCOC1=C(C=CC=C1)NC(C)=O (N-[2-(3-phenylsulfonyloxypropoxy)phenyl]acetamide), C(=O)([O-])[O-].[K+].[K+] (K2CO3), C(C)#N (acetonitrile). Solvent: O (water). Yields the product FC1=CC2=C(C(=NO2)C2CCN(CC2)CCCOC2=C(C=CC=C2)NC(C)=O)C=C1 (N-[2-[3-[4-(6-fluoro-1,2-benzisoxazol-3-yl)-1-piperidinyl]propoxy]-phenyl]acetamide). Isolated yield 45.6%. Reaction SMILES: [F:1][C:2]1[CH:16]=[CH:15][C:5]2[C:6]([CH:9]3[CH2:14][CH2:13][NH:12][CH2:11][CH2:10]3)=[N:7][O:8][C:4]=2[CH:3]=1.C1(S(O[CH2:27][CH2:28][CH2:29][O:30][C:31]2[CH:36]=[CH:35][CH:34]=[CH:33][C:32]=2[NH:37][C:38](=[O:40])[CH3:39])(=O)=O)C=CC=CC=1.C([O-])([O-])=O.[K+].[K+].C(#N)C>O>[F:1][C:2]1[CH:16]=[CH:15][C:5]2[C:6]([CH:9]3[CH2:10][CH2:11][N:12]([CH2:27][CH2:28][CH2:29][O:30][C:31]4[CH:36]=[CH:35][CH:34]=[CH:33][C:32]=4[NH:37][C:38](=[O:40])[CH3:39])[CH2:13][CH2:14]3)=[N:7][O:8][C:4]=2[CH:3]=1 |f:2.3.4|. Procedure: A mixture of 6-fluoro-3-(4-piperidinyl)-1,2-benzisoxazole (3.4 g, 16 mmol), N-[2-(3-phenylsulfonyloxypropoxy)phenyl]acetamide (5.3 g, 16 mmol), K2CO3 (2.2 g), and acetonitrile (50 ml) was stirred and refluxed for 5 hours. The reaction was poured into water, and the aqueous suspension was extracted with ethyl acetate. The ethyl acetate was washed (water and brine), dried (MgSO4) and the solvent was concentrated to afford 6.0 g of a thick, brown oil. The oil was chromatographed on a Waters Prep 50... The reactants are N1(C=NC=C1)C=1SC=C(N1)C(C)=O (1-(2-imidazol-1-yl-thiazol-4-yl)-ethanone), C(C)(C)(C)OC(N(CC1=CC2=C(OCO2)C=C1)CCN)=O ((2-amino-ethyl)-benzo[1,3]dioxol-5-ylmethyl-carbamic acid tert-butyl ester). Yields the product O1COC2=C1C=CC(=C2)CNCCNC(C)C=2N=C(SC2)N2C=NC=C2 (N-Benzo[1,3]dioxol-5-ylmethyl-N′-[1-(2-imidazol-1-yl-thiazol-4-yl)-ethyl]-ethane-1,2-diamine). As a reaction SMILES: [N:1]1([C:6]2[S:7][CH:8]=[C:9]([C:11](=O)[CH3:12])[N:10]=2)[CH:5]=[CH:4][N:3]=[CH:2]1.C(OC(=O)[N:20]([CH2:31][CH2:32][NH2:33])[CH2:21][C:22]1[CH:30]=[CH:29][C:25]2[O:26][CH2:27][O:28][C:24]=2[CH:23]=1)(C)(C)C>>[O:26]1[C:25]2[CH:29]=[CH:30][C:22]([CH2:21][NH:20][CH2:31][CH2:32][NH:33][CH:11]([C:9]3[N:10]=[C:6]([N:1]4[CH:5]=[CH:4][N:3]=[CH:2]4)[S:7][CH:8]=3)[CH3:12])=[CH:23][C:24]=2[O:28][CH2:27]1. Procedure: N-Benzo[1,3]dioxol-5-ylmethyl-N′-[1-(2-imidazol-1-yl-thiazol-4-yl)-ethyl]-ethane-1,2-diamine was prepared following the procedures described in the preparation of Example 64 using 1-(2-imidazol-1-yl-thiazol-4-yl)-ethanone and (2-amino-ethyl)-benzo[1,3]dioxol-5-ylmethyl-carbamic acid tert-butyl ester. [M+H]+ 372.01; 1H NMR (400 MHz, d6-DMSO) δ 8.38 (s, 1H), 7.82 (d, 1H), 7.31 (s, 1H), 7.18 (d, 1H), 6.92 (d, 1H), 6.84 (d, 1H), 6.77 (dd, 1H), 6.00 (s, 2H), 4.14 (br s, 2H), 3.82 (q, 1H), 3.60 (s, 2H... Starting materials: solution, C(=O)([O-])[O-].[Na+].[Na+] (Na2CO3), BrC1=CC=C(C=C1)[C@H](CN1CCCC1)NC ((1R)-1-(4-bromophenyl)-N-methyl-2-(1-pyrrolidinyl)ethanamine), NC(=O)C=1C=C(C=CC1)B(O)O ([3-(aminocarbonyl)phenyl]boronic acid), CC#N (CH3CN). The reagents and catalysts are C1=CC=C(C=C1)P([C-]2C=CC=C2)C3=CC=CC=C3.C1=CC=C(C=C1)P([C-]2C=CC=C2)C3=CC=CC=C3.Cl[Pd]Cl.[Fe+2].C(Cl)Cl (PdCl2(dppf)2·CH2Cl2), C1=CC=C(C=C1)P([C-]2C=CC=C2)C3=CC=CC=C3.C1=CC=C(C=C1)P([C-]2C=CC=C2)C3=CC=CC=C3.Cl[Pd]Cl.[Fe+2].C(Cl)Cl (PdCl2(dppf)2·CH2Cl2). The solvent is O1CCOCC1 (dioxane), O (H2O). Run at temperature 100 celsius. Product: CN[C@@H](CN1CCCC1)C1=CC=C(C=C1)C1=CC(=CC=C1)C(=O)N (4′-[(1R)-1-(methylamino)-2-(1-pyrrolidinyl)ethyl]-3-biphenylcarboxamide). Yield: 65.8%. As a reaction SMILES: Br[C:2]1[CH:7]=[CH:6][C:5]([C@@H:8]([NH:15][CH3:16])[CH2:9][N:10]2[CH2:14][CH2:13][CH2:12][CH2:11]2)=[CH:4][CH:3]=1.[NH2:17][C:18]([C:20]1[CH:21]=[C:22](B(O)O)[CH:23]=[CH:24][CH:25]=1)=[O:19].C([O-])([O-])=O.[Na+].[Na+].CC#N>O1CCOCC1.C1C=CC(P(C2C=CC=CC=2)[C-]2C=CC=C2)=CC=1.C1C=CC(P(C2C=CC=CC=2)[C-]2C=CC=C2)=CC=1.Cl[Pd]Cl.[Fe+2].C(Cl)Cl.O>[CH3:16][NH:15][C@H:8]([C:5]1[CH:6]=[CH:7][C:2]([C:24]2[CH:23]=[CH:22][CH:21]=[C:20]([C:18]([NH2:17])=[O:19])[CH:25]=2)=[CH:3][CH:4]=1)[CH2:9][N:10]1[CH2:14][CH2:13][CH2:12][CH2:11]1 |f:2.3.4,7.8.9.10.11|. Procedure: (1R)-1-(4-bromophenyl)-N-methyl-2-(1-pyrrolidinyl)ethanamine (2.65 g, 9.4 mmol) was dissolved in dioxane (100 mL) under argon at room temperature. The resulting solution was magnetically stirred and treated with [3-(aminocarbonyl)phenyl]boronic acid (1.7 g, 10.3 mmol) followed by 15 mL of a 1.88M solution of Na2CO3 (28.2 mmol) and PdCl2(dppf)2·CH2Cl2 (408 mg, 0.5 mmol) all at room temperature. The flask was placed in a preheated 100° C. oil bath and maintained at 100° C. for approximately 18 h a... The reactants are ClC(Cl)Cl, OCc1cc2n(n1)CCN(C1=NCCS1)C2. Product: O=Cc1cc2n(n1)CCN(C1=NCCS1)C2. As a reaction SMILES: [CH:17]([Cl:18])([Cl:19])[Cl:20].[S:1]1[C:2]([N:6]2[CH2:7][c:8]3[n:9]([n:12][c:13]([CH2:15][OH:16])[cH:14]3)[CH2:10][CH2:11]2)=[N:3][CH2:4][CH2:5]1>>[S:1]1[C:2]([N:6]2[CH2:7][c:8]3[n:9]([n:12][c:13]([CH:15]=[O:16])[cH:14]3)[CH2:10][CH2:11]2)=[N:3][CH2:4][CH2:5]1. Reactants: COC(COC1=CC=C(C=C1)NC(=O)OCCO)=O ([4-(2-Hydroxy-ethoxycarbonylamino)-phenoxy]-acetic acid methyl ester), COC(COC1=CC=C(C=C1)N=C=O)=O ((4-Isocyanato-phenoxy)-acetic acid methyl ester). The solvent is C1(=CC=CC=C1)C (toluene). Reaction conditions: temperature 50 celsius. Yields the product COC(COC1=CC=C(C=C1)NC(=O)OCCOC(NC1=CC=C(C=C1)OCC(=O)OC)=O)=O ({4-[2-(4-Methoxycarbonylmethoxy-phenylcarbamoyloxy)-ethoxycarbonylamino]-phenoxy}-acetic acid methyl ester). RXN SMILES: [CH3:1][O:2][C:3](=[O:19])[CH2:4][O:5][C:6]1[CH:11]=[CH:10][C:9]([NH:12][C:13]([O:15][CH2:16][CH2:17][OH:18])=[O:14])=[CH:8][CH:7]=1.[CH3:20][O:21][C:22](=[O:34])[CH2:23][O:24][C:25]1[CH:30]=[CH:29][C:28]([N:31]=[C:32]=[O:33])=[CH:27][CH:26]=1>C1(C)C=CC=CC=1>[CH3:1][O:2][C:3](=[O:19])[CH2:4][O:5][C:6]1[CH:7]=[CH:8][C:9]([NH:12][C:13]([O:15][CH2:16][CH2:17][O:18][C:32](=[O:33])[NH:31][C:28]2[CH:27]=[CH:26][C:25]([O:24][CH2:23][C:22]([O:21][CH3:20])=[O:34])=[CH:30][CH:29]=2)=[O:14])=[CH:10][CH:11]=1. Procedure details: To [4-(2-Hydroxyethoxycarbonylamino)-phenoxy]-acetic acid methyl ester 5 (1 g, 3.72 mmol) in toluene (10 ml) was added (4-Isocyanatophenoxy)-acetic acid methyl ester 4 (0.8 gram, 3.8 mmol) at room temperature and heated to 50° C. for 20 hours. Toluene was distilled off and water (10 ml) was added. Crude 6 was extracted into chloroform, dried over sodium sulphate, distilled and purified by column chromatography on silica gel using chloroform as eluant to g pure 6 (1 gram, 56.5%) as a white fluffy... Starting materials: CC(C)(C)O, ClCCl, FC(F)CC(=S)Cl, c1ccncc1. Yields the product CC(C)(C)OC(=S)CC(F)F. RXN SMILES: [C:1]([CH3:2])([CH3:3])([CH3:4])[OH:5].[Cl:19][CH2:20][Cl:21].[F:12][CH:13]([F:14])[CH2:15][C:16](=[S:17])[Cl:18].[cH:6]1[cH:7][cH:8][n:9][cH:10][cH:11]1>>[C:1]([CH3:2])([CH3:3])([CH3:4])[O:5][C:16]([CH2:15][CH:13]([F:12])[F:14])=[S:17]. Starting materials: O=C(Cl)c1ccccc1, CCOC(C)=O, Cc1oc2c(C)c(C)c(N)c(C)c2c1-c1ccc(C(C)C)cc1. As a reaction SMILES: [C:24]([c:25]1[cH:26][cH:27][cH:28][cH:29][cH:30]1)(=[O:31])[Cl:32].[CH3:33][CH2:34][O:35][C:36](=[O:37])[CH3:38].[CH:1]([CH3:2])([CH3:3])[c:4]1[cH:5][cH:6][c:7](-[c:10]2[c:11]([CH3:23])[o:12][c:13]3[c:14]2[c:15]([CH3:22])[c:16]([NH2:21])[c:17]([CH3:20])[c:18]3[CH3:19])[cH:8][cH:9]1>>[CH:1]([CH3:2])([CH3:3])[c:4]1[cH:5][cH:6][c:7](-[c:10]2[c:11]([CH3:23])[o:12][c:13]3[c:14]2[c:15]([CH3:22])[c:16]([NH:21][C:24]([c:25]2[cH:26][cH:27][cH:28][cH:29][cH:30]2)=[O:31])[c:17]([CH3:20])[c:18]3[CH3:19])[cH:8][cH:9]1. Yields the product Cc1oc2c(C)c(C)c(NC(=O)c3ccccc3)c(C)c2c1-c1ccc(C(C)C)cc1.